This data is from the Open Reaction Database (ORD), a public repository of structured organic reaction records. The task is: describe an organic reaction: reactants, conditions, products, and yield The reactants are C1CCOC1, CC(C)(C)[O-], CN1CCC(O)CC1, ClCCl, Cc1ccc(NC(=O)c2cc(C(F)(F)F)ccc2F)cc1C(=O)Nc1cnc(Nc2ccccc2)nc1, [K+]. Product: Cc1ccc(NC(=O)c2cc(C(F)(F)F)ccc2OC2CCN(C)CC2)cc1C(=O)Nc1cnc(Nc2ccccc2)nc1. As a reaction SMILES: [CH2:52]1[O:53][CH2:54][CH2:55][CH2:56]1.[CH3:1][C:2]([CH3:3])([O-:4])[CH3:5].[CH3:7][N:8]1[CH2:9][CH2:10][CH:11]([OH:14])[CH2:12][CH2:13]1.[Cl:57][CH2:58][Cl:59].[F:15][c:16]1[c:17]([C:18](=[O:19])[NH:20][c:21]2[cH:22][c:23]([C:28](=[O:29])[NH:30][c:31]3[cH:32][n:33][c:34]([NH:37][c:38]4[cH:39][cH:40][cH:41][cH:42][cH:43]4)[n:35][cH:36]3)[c:24]([CH3:27])[cH:25][cH:26]2)[cH:44][c:45]([C:48]([F:49])([F:50])[F:51])[cH:46][cH:47]1.[K+:6]>>[CH3:7][N:8]1[CH2:9][CH2:10][CH:11]([O:14][c:16]2[c:17]([C:18](=[O:19])[NH:20][c:21]3[cH:22][c:23]([C:28](=[O:29])[NH:30][c:31]4[cH:32][n:33][c:34]([NH:37][c:38]5[cH:39][cH:40][cH:41][cH:42][cH:43]5)[n:35][cH:36]4)[c:24]([CH3:27])[cH:25][cH:26]3)[cH:44][c:45]([C:48]([F:49])([F:50])[F:51])[cH:46][cH:47]2)[CH2:12][CH2:13]1.